Dataset: the Open Reaction Database (ORD), a public repository of structured organic reaction records. Task: describe an organic reaction: reactants, conditions, products, and yield Reactants: CC(C)(C)N(C([O-])=O)CCC1(CCNCC1)O (1,1-dimethylethyl[2-(4-hydroxy-4-piperidinyl)ethyl]carbamate), BrC=1C(=CN=C2C=CC(=NC12)OC)F (8-bromo-7-fluoro-2-(methyloxy)-1,5-naphthyridine), O=C1NC2=C(OC1)C=CC(=N2)C=O (3-oxo-3,4-dihydro-2H-pyrido[3,2-b][1,4]oxazine-6-carbaldehyde), CC(C)(C)N(C([O-])=O)CCN1CCNCC1 (1,1-dimethylethyl[2-(1-piperazinyl)ethyl]carbamate), BrC1=C(C=NC2=CC=C(C=C12)OC)F (4-bromo-3-fluoro-6-(methyloxy)quinoline), O=C1NC2=C(SC1)C=CC(=N2)C=O (3-oxo-3,4-dihydro-2H-pyrido[3,2-b][1,4]thiazine-6-carbaldehyde). Product: FC=1C=NC2=CC=C(C=C2C1N1CCC(CC1)(O)CCNCC=1C=CC=2OCC(NC2N1)=O)OC (6-{[(2-{1-[3-fluoro-6-(methyloxy)-4-quinolinyl]-4-hydroxy-4-piperidinyl}ethyl)amino]methyl}-2H-pyrido[3,2-b][1,4]oxazin-3(4H)-one). Yield: 26.1%. As a reaction SMILES: C[C:2]([N:5]([CH2:9][CH2:10][C:11]1([OH:17])[CH2:16][CH2:15][NH:14][CH2:13][CH2:12]1)C(=O)[O-])([CH3:4])C.CC(N(CCN1CCNCC1)C(=O)[O-])(C)C.Br[C:35]1[C:44]2[C:39](=[CH:40][CH:41]=[C:42]([O:45][CH3:46])[CH:43]=2)[N:38]=[CH:37][C:36]=1[F:47].BrC1C(F)=CN=C2C=1N=C(OC)C=C2.[O:62]=[C:63]1[CH2:68][O:67][C:66]2[CH:69]=[CH:70]C(C=O)=[N:72][C:65]=2[NH:64]1.O=C1CSC2C=CC(C=O)=NC=2N1>>[F:47][C:36]1[CH:37]=[N:38][C:39]2[C:44]([C:35]=1[N:14]1[CH2:13][CH2:12][C:11]([CH2:10][CH2:9][NH:5][CH2:2][C:4]3[CH:70]=[CH:69][C:66]4[O:67][CH2:68][C:63](=[O:62])[NH:64][C:65]=4[N:72]=3)([OH:17])[CH2:16][CH2:15]1)=[CH:43][C:42]([O:45][CH3:46])=[CH:41][CH:40]=2. Procedure: The title compound (71 mg, 26%) was prepared as a yellow solid according to Example 1, except substituting the following three reagents: 1,1-dimethylethyl[2-(4-hydroxy-4-piperidinyl)ethyl]carbamate (1.5 g, 6.15 mmol) [prepared according to Example 20] for 1,1-dimethylethyl[2-(1-piperazinyl)ethyl]carbamate, 4-bromo-3-fluoro-6-(methyloxy)quinoline (1.57 g, 6.15 mmol) for 8-bromo-7-fluoro-2-(methyloxy)-1,5-naphthyridine and 3-oxo-3,4-dihydro-2H-pyrido[3,2-b][1,4]oxazine-6-carbaldehyde (100 mg, 0.56... The reactants are BrCCCCCCC=C (8-bromooctene), OC1=CC=C(C(=O)OC)C=C1 (methyl 4-hydroxybenzoate), C([O-])([O-])=O.[K+].[K+] (potassium carbonate). Solvent: CC(CC)=O (2-butanone). Yields the product C(CCCCCC=C)OC1=CC=C(C(=O)OC)C=C1 (methyl 4-(7-octenyloxy)benzoate). Isolated yield 68.6%. Reaction SMILES: Br[CH2:2][CH2:3][CH2:4][CH2:5][CH2:6][CH2:7][CH:8]=[CH2:9].[OH:10][C:11]1[CH:20]=[CH:19][C:14]([C:15]([O:17][CH3:18])=[O:16])=[CH:13][CH:12]=1.C(=O)([O-])[O-].[K+].[K+]>CC(=O)CC>[CH2:2]([O:10][C:11]1[CH:12]=[CH:13][C:14]([C:15]([O:17][CH3:18])=[O:16])=[CH:19][CH:20]=1)[CH2:3][CH2:4][CH2:5][CH2:6][CH2:7][CH:8]=[CH2:9] |f:2.3.4|. Procedure: 5.2 g of 8-bromooctene, 5.0 g of methyl 4-hydroxybenzoate and 14 g of potassium carbonate were added to 70 ml of 2-butanone, and the mixture was refluxed for 7 hours in an atmosphere of argon. After the solid matters formed therein were filtered off, the solvent was distilled off under reduced pressure. The residue was purified by a silica gel column chromatography, to obtain 4.9 g of compound (8) (Yield: 68%) Reactants: [B](c1ccccc1C=O)(O)O, CC1=CN=C(C=C1)N, [C-]#[N+]C1CCCCC1. The reagents and catalysts are O=C(O)C(F)(F)F (trifluoroacetic acid). Solvent: CC(C)O (isopropyl alcohol), CC(C)O (isopropylalcohol). Conditions: temperature 22 celsius, time 20 hour. Yields the product [B](c1ccccc1c1c(NC2CCCCC2)n2cc(C)ccc2n1)(O)O. Yield: 24.5%. RXN SMILES: CC1=CC=C(N)N=C1.[C-]#[N+]C1CCCCC1.OB(O)C1=C(C=O)C=CC=C1>>CC1=CN2C(C=C1)=NC(=C2NC1CCCCC1)C1=C(C=CC=C1)B(O)O. Starting materials: solution, C1(=CC=CC=C1)[Mg]Br (phenylmagnesium bromide), solution, Cl (hydrochloric acid), [Cl-].[NH4+] (ammonium chloride), O=C1CN(C1)C(=O)OC(C)(C)C (3-oxo-1-(tert-butoxycarbonyl)azetidine). The solvent is C(C)OCC (diethyl ether), C1CCOC1 (THF). Conditions: temperature -50 celsius, time 1 hour. Yields the product OC1(CN(C1)C(=O)OC(C)(C)C)C1=CC=CC=C1 (3-Hydroxy-3-phenyl-1-(tert-butoxycarbonyl)-azetidine). The yield is 35.0%. Reaction SMILES: [C:1]1([Mg]Br)[CH:6]=[CH:5][CH:4]=[CH:3][CH:2]=1.[O:9]=[C:10]1[CH2:13][N:12]([C:14]([O:16][C:17]([CH3:20])([CH3:19])[CH3:18])=[O:15])[CH2:11]1.[Cl-].[NH4+].Cl>C(OCC)C.C1COCC1>[OH:9][C:10]1([C:1]2[CH:6]=[CH:5][CH:4]=[CH:3][CH:2]=2)[CH2:11][N:12]([C:14]([O:16][C:17]([CH3:20])([CH3:19])[CH3:18])=[O:15])[CH2:13]1 |f:2.3|. Procedure: 3.9 ml (11.7 mmol) of a 3M solution of phenylmagnesium bromide in diethyl ether are added dropwise to a solution, immersed in a bath at −50° C., containing 500 mg (2.92 mmol) of 3-oxo-1-(tert-butoxycarbonyl)azetidine in 10 ml of THF. The medium is stirred for 1 hour at −50° C. and hydrolysed by adding a saturated solution of ammonium chloride. After a return to ambient temperature, a 1N solution of hydrochloric acid is added, followed by extraction with ethyl acetate. The organic phase is dried ... Reported procedure: A mixture of 78.0 parts by weight of styrene, 2.0 parts by weight of methacrylic acid, 20 parts by weight of ethylbenzene, 0.02 parts by weight of n-dodecyl mercaptan, and 0.03 parts by weight of 1,1-bis(t-butylperoxy)-3,3,5-trimethylcyclohexane as an initiator was continuously supplied into a coil type complete mixing reactor at a rate of 2.5 l/hr. so that the reaction mixture was allowed to undergo polymerization at a temperature of 150° C. for an average retention time of 2 hours with a polym... Yields the product C(=CC1=CC=CC=C1)CC(C(=O)O)=C (styrene-methacrylic acid). Starting materials: 78.0, C=CC1=CC=CC=C1 (styrene), C(C(=C)C)(=O)O (methacrylic acid), C(C)C1=CC=CC=C1 (ethylbenzene), C(CCCCCCCCCCC)S (n-dodecyl mercaptan), C(C)(C)(C)OOC1(CC(CC(C1)C)(C)C)OOC(C)(C)C (1,1-bis(t-butylperoxy)-3,3,5-trimethylcyclohexane). Reaction SMILES: [CH2:1]=[CH:2][C:3]1[CH:8]=[CH:7][CH:6]=[CH:5][CH:4]=1.[C:9]([OH:14])(=[O:13])[C:10]([CH3:12])=[CH2:11].C(C1C=CC=CC=1)C.C(S)CCCCCCCCCCC.C(OOC1(OOC(C)(C)C)CC(C)CC(C)(C)C1)(C)(C)C>>[CH:1]([CH2:12][C:10](=[CH2:11])[C:9]([OH:14])=[O:13])=[CH:2][C:3]1[CH:8]=[CH:7][CH:6]=[CH:5][CH:4]=1. Yields the product BrC1=C2C=3CC4=C(C(C3NC2=CC=C1)(C)C)C=C(C(=C4)Br)OC (1,9-Dibromo-8-methoxy-6,6-dimethyl-6,11-dihydro-5H-benzo[b]carbazole). Procedure details: Under the same conditions as the method for synthesizing Compound A4, the title compound was prepared (as a mixture) from Compound E1. Reactants: BrC=1C=C2CCC(C(C2=CC1OC)(C)C)=O (6-Bromo-7-methoxy-1,1-dimethyl-3,4-dihydro-1H-naphthalen-2-one), BrC1=CC=C2C=3C(C4=C(C(C3NC2=C1)(C)C)C=C(C=C4)OC)=O (3-Bromo-8-methoxy-6,6-dimethyl-5,6-dihydrobenzo[b]carbazol-11-one). Reaction SMILES: [Br:1][C:2]1[CH:14]=[C:13]2[C:5]([C:6]3[C:7](=O)[C:8]4[CH:20]=[CH:19][C:18]([O:21][CH3:22])=[CH:17][C:9]=4[C:10]([CH3:16])([CH3:15])[C:11]=3[NH:12]2)=[CH:4][CH:3]=1.[Br:24]C1C=C2C(=CC=1OC)C(C)(C)C(=O)CC2>>[Br:1][C:2]1[CH:3]=[CH:4][CH:5]=[C:13]2[C:14]=1[C:6]1[CH2:7][C:8]3[CH:20]=[C:19]([Br:24])[C:18]([O:21][CH3:22])=[CH:17][C:9]=3[C:10]([CH3:15])([CH3:16])[C:11]=1[NH:12]2. Starting materials: Cc1ccc(C(=O)Cl)o1, CC1CN(CCCc2ccccc2)C(C)CN1, c1ccccc1. Product: Cl, Cc1ccc(C(=O)N2CC(C)N(CCCc3ccccc3)CC2C)o1. RXN SMILES: [CH3:18][c:19]1[cH:20][cH:21][c:22]([C:24](=[O:25])[Cl:26])[o:23]1.[c:1]1([CH2:7][CH2:8][CH2:9][N:10]2[CH:11]([CH3:17])[CH2:12][NH:13][CH:14]([CH3:16])[CH2:15]2)[cH:2][cH:3][cH:4][cH:5][cH:6]1.[cH:27]1[cH:28][cH:29][cH:30][cH:31][cH:32]1>>[ClH:26].[c:1]1([CH2:7][CH2:8][CH2:9][N:10]2[CH:11]([CH3:17])[CH2:12][N:13]([C:24]([c:22]3[cH:21][cH:20][c:19]([CH3:18])[o:23]3)=[O:25])[CH:14]([CH3:16])[CH2:15]2)[cH:2][cH:3][cH:4][cH:5][cH:6]1.